From a dataset of the Open Reaction Database (ORD), a public repository of structured organic reaction records. describe an organic reaction: reactants, conditions, products, and yield Reactants: BrBr (bromine), FC1=CC=CC=2SC=CC21 (4-fluorobenzo[b]thiophene), C(C)(=O)[O-].[Na+] (sodium acetate). Solvent: ClCCl (dichloromethane), ClCCl (dichloromethane). Conditions: time 24 hour. Product: BrC=1C2=C(SC1)C=CC=C2F (3-bromo-4-fluorobenzo[b]thiophene). As a reaction SMILES: [Br:1]Br.[F:3][C:4]1[C:12]2[CH:11]=[CH:10][S:9][C:8]=2[CH:7]=[CH:6][CH:5]=1.C([O-])(=O)C.[Na+]>ClCCl>[Br:1][C:11]1[C:12]2[C:4]([F:3])=[CH:5][CH:6]=[CH:7][C:8]=2[S:9][CH:10]=1 |f:2.3|. Procedure details: A solution of bromine (9.2 ml) in dichloromethane (200 ml) was added dropwise under nitrogen at −5° C. over 30 minutes to a stirred mixture of 4-fluorobenzo[b]thiophene (24.7 g), sodium acetate (20 g) and dichloromethane (200 ml). The mixture was stirred at ambient temperature for 24 hours, then it was filtered and the solvent was removed in vacuo. The residue was dissolved in dichloromethane (50 ml), water (200 ml) and zinc dust (34.3 g) were added, then the mixture was stirred and heated under...